From a dataset of the Open Reaction Database (ORD), a public repository of structured organic reaction records. describe an organic reaction: reactants, conditions, products, and yield Reactants: [Cl-].[NH4+] (ammonium chloride), FC1(C(N(C2=C(O1)C=C(C(=C2)[N+](=O)[O-])F)CC#C)=O)F (2,2,7-trifluoro-6-nitro-4-(prop-2-ynyl)-2Hbenzo[b][1,4]oxazin-3(4H)-one). The reagents and catalysts are [Fe] (iron). Solvent: O (water), CO.O1CCCC1 (methanol tetrahydrofuran). Conditions: temperature 70 celsius, time 2 hour. Yields the product NC1=CC2=C(OC(C(N2CC#C)=O)(F)F)C=C1F (6-amino-2,2,7-trifluoro-4-(prop-2-ynyl)-2Hbenzo[b][1,4]oxazin-3(4H)-one). The yield is 81.5%. RXN SMILES: [Cl-].[NH4+].[F:3][C:4]1([F:22])[O:9][C:8]2[CH:10]=[C:11]([F:17])[C:12]([N+:14]([O-])=O)=[CH:13][C:7]=2[N:6]([CH2:18][C:19]#[CH:20])[C:5]1=[O:21]>O.CO.O1CCCC1.[Fe]>[NH2:14][C:12]1[C:11]([F:17])=[CH:10][C:8]2[O:9][C:4]([F:3])([F:22])[C:5](=[O:21])[N:6]([CH2:18][C:19]#[CH:20])[C:7]=2[CH:13]=1 |f:0.1,4.5|. Procedure details: To ammonium chloride (3.96 g, 74.0 mmol) in water was added iron powder (325 mesh; 4.13 g, 74.0 mmol). To the resulting mixture was added 2,2,7-trifluoro-6-nitro-4-(prop-2-ynyl)-2Hbenzo[b][1,4]oxazin-3(4H)-one (7.06 g, 24.67 mmol) in methanol/tetrahydrofuran. The resulting mixture was stirred vigorously at 70° C. for 2 hours. The reaction was quenched in water/ethyl acetate under stirring. The resulting 2 phase system was filtered and the layers were separated. The water layer was subsequently e...